This data is from the Open Reaction Database (ORD), a public repository of structured organic reaction records. The task is: describe an organic reaction: reactants, conditions, products, and yield Starting materials: C1(=CC=CC=C1)C=1C=C(C=NC1C1=CC=CC=C1)OC[C@@H]1N(CCC1)C(=O)OC(C)(C)C (5,6-diphenyl-3-(1-BOC-2-(R)-pyrrolidinylmethoxy)pyridine), Cl (HCl). The solvent is O1CCOCC1 (dioxane). Run at time 40 hour. Product: Cl.Cl.C1(=CC=CC=C1)C=1C=C(C=NC1C1=CC=CC=C1)OC[C@@H]1NCCC1 (5,6-Diphenyl-3-(2-(R)-pyrrolidinylmethoxy)pyridine dihydrochloride). As a reaction SMILES: [C:1]1([C:7]2[CH:8]=[C:9]([O:19][CH2:20][C@H:21]3[CH2:25][CH2:24][CH2:23][N:22]3C(OC(C)(C)C)=O)[CH:10]=[N:11][C:12]=2[C:13]2[CH:18]=[CH:17][CH:16]=[CH:15][CH:14]=2)[CH:6]=[CH:5][CH:4]=[CH:3][CH:2]=1.[ClH:33]>O1CCOCC1>[ClH:33].[ClH:33].[C:1]1([C:7]2[CH:8]=[C:9]([O:19][CH2:20][C@H:21]3[CH2:25][CH2:24][CH2:23][NH:22]3)[CH:10]=[N:11][C:12]=2[C:13]2[CH:18]=[CH:17][CH:16]=[CH:15][CH:14]=2)[CH:2]=[CH:3][CH:4]=[CH:5][CH:6]=1 |f:3.4.5|. Procedure details: To the 5,6-diphenyl-3-(1-BOC-2-(R)-pyrrolidinylmethoxy)pyridine compound from Example 69b (140 mg) was added HCl in dioxane (3 mL). The mixture was stirred at room temperature for 40 hours. The solvent was removed under vacuum at 50° C., and the residue was triturated with ether. The solid was dried under high vacuum to afford the title compound. MS (DCI/NH3) m/z 331 (M+H)+. 1 H NMR (D2O, 300 MHz) δ: 1.97.-2.20 (m, 3H), 2.33 (m, 1H), 3.43 (t, J=7.2 Hz, 1H), 3.74 (m, 1H), 4.21 (m, 1H), 4.48 (m, 1...